Dataset: the Open Reaction Database (ORD), a public repository of structured organic reaction records. Task: describe an organic reaction: reactants, conditions, products, and yield As a reaction SMILES: [CH2:35]1[CH2:36][O:37][CH2:38][CH2:39][NH:40]1.[CH3:1][N:2]1[CH2:3][CH2:4][N:5]([CH2:8][c:9]2[cH:10][c:11]([C:12](=[O:13])[NH:14][c:15]3[cH:16][c:17]([NH:22][C:23](=[O:24])[c:25]4[n:26][c:27]([Cl:31])[cH:28][cH:29][cH:30]4)[cH:18][cH:19][c:20]3[CH3:21])[cH:32][cH:33][cH:34]2)[CH2:6][CH2:7]1.[OH2:41]>>[CH3:1][N:2]1[CH2:3][CH2:4][N:5]([CH2:8][c:9]2[cH:10][c:11]([C:12](=[O:13])[NH:14][c:15]3[cH:16][c:17]([NH:22][C:23](=[O:24])[c:25]4[n:26][c:27]([N:40]5[CH2:35][CH2:36][O:37][CH2:38][CH2:39]5)[cH:28][cH:29][cH:30]4)[cH:18][cH:19][c:20]3[CH3:21])[cH:32][cH:33][cH:34]2)[CH2:6][CH2:7]1. Product: Cc1ccc(NC(=O)c2cccc(N3CCOCC3)n2)cc1NC(=O)c1cccc(CN2CCN(C)CC2)c1. Starting materials: C1COCCN1, Cc1ccc(NC(=O)c2cccc(Cl)n2)cc1NC(=O)c1cccc(CN2CCN(C)CC2)c1, O. Starting materials: CCN(CC)C(=O)Oc1ccc2c(c1)CCC3C2CC[C@@]4(C)C3CCC45OCCO5 (substrate), Br[Mg]c1ccccc1 (effective_coupling_partner). Reagents/catalysts: CC(O)c1ccccc1P(c2ccccc2)c3ccccc3. Conditions: temperature 25 celsius, time 6 hour. Yields the product C[C@]45CCC3c2ccc(c1ccccc1)cc2CCC3C4CCC56OCCO6. Reactants: ClC1=NC(=CC2=CC=CC=C12)NC1=NNC(=C1)C ((1-chloro-isoquinolin-3-yl)-(5-methyl-1H-pyrazol-3-yl)-amine), FC=1C=C(C=CC1)B(O)O (3-fluoro-phenylboronic acid). Yields the product FC=1C=C(C=CC1)C1=NC(=CC2=CC=CC=C12)NC1=NNC(=C1)C ([1-(3-fluoro-phenyl)-isoquinolin-3-yl]-(5-methyl-1H-pyrazol-3-yl)-amine). Reaction SMILES: Cl[C:2]1[C:11]2[C:6](=[CH:7][CH:8]=[CH:9][CH:10]=2)[CH:5]=[C:4]([NH:12][C:13]2[CH:17]=[C:16]([CH3:18])[NH:15][N:14]=2)[N:3]=1.[F:19][C:20]1[CH:21]=[C:22](B(O)O)[CH:23]=[CH:24][CH:25]=1>>[F:19][C:20]1[CH:25]=[C:24]([C:2]2[C:11]3[C:6](=[CH:7][CH:8]=[CH:9][CH:10]=3)[CH:5]=[C:4]([NH:12][C:13]3[CH:17]=[C:16]([CH3:18])[NH:15][N:14]=3)[N:3]=2)[CH:23]=[CH:22][CH:21]=1. Reported procedure: Similar procedure as described in example 131 was used, starting from (1-chloro-isoquinolin-3-yl)-(5-methyl-1H-pyrazol-3-yl)-amine and 3-fluoro-phenylboronic acid to give [1-(3-fluoro-phenyl)-isoquinolin-3-yl]-(5-methyl-1H-pyrazol-3-yl)-amine. LC-MS m/e 319(MH+). The reactants are FC1=C(C(=C(C=C1)[C@@H](C[C@@](C=O)(C(F)(F)F)O)CC)OC)C ((2R,4R)-4-(4-fluoro-2-methoxy-3-methylphenyl)-2-hydroxy-2-(trifluoromethyl)hexanal), NC1=C2C=CNC(C2=CC=C1)=O (5-aminoisoquinolin-1(2H)-one). Reagents/catalysts: CC(C)([O-])C.[Ti+4].CC(C)([O-])C.CC(C)([O-])C.CC(C)([O-])C (titanium tert-butoxide). Yields the product FC1=C(C(=C(C=C1)[C@@H](C[C@@](C=NC1=C2C=CNC(C2=CC=C1)=O)(C(F)(F)F)O)CC)OC)C (5-{[(2R,4R)-4-(4-fluoro-2-methoxy-3-methylphenyl)-2-hydroxy-2-(trifluoromethyl)hexylidene]amino}isoquinolin-1 (2H)-one). As a reaction SMILES: [F:1][C:2]1[CH:7]=[CH:6][C:5]([C@H:8]([CH2:18][CH3:19])[CH2:9][C@:10]([OH:17])([C:13]([F:16])([F:15])[F:14])[CH:11]=O)=[C:4]([O:20][CH3:21])[C:3]=1[CH3:22].[NH2:23][C:24]1[CH:33]=[CH:32][CH:31]=[C:30]2[C:25]=1[CH:26]=[CH:27][NH:28][C:29]2=[O:34]>CC(C)([O-])C.[Ti+4].CC(C)([O-])C.CC(C)([O-])C.CC(C)([O-])C>[F:1][C:2]1[CH:7]=[CH:6][C:5]([C@H:8]([CH2:18][CH3:19])[CH2:9][C@:10]([OH:17])([C:13]([F:16])([F:15])[F:14])[CH:11]=[N:23][C:24]2[CH:33]=[CH:32][CH:31]=[C:30]3[C:25]=2[CH:26]=[CH:27][NH:28][C:29]3=[O:34])=[C:4]([O:20][CH3:21])[C:3]=1[CH3:22] |f:2.3.4.5.6|. Procedure details: In the same way as in Example 130, 200 mg (0.62 mmol) of (2R,4R)-4-(4-fluoro-2-methoxy-3-methylphenyl)-2-hydroxy-2-(trifluoromethyl)hexanal, 100 mg (0.62 mmol) of 5-aminoisoquinolin-1(2H)-one and 0.39 ml (1.25 mmol) of titanium tert-butoxide are reacted to give 5-{[(2R,4R)-4-(4-fluoro-2-methoxy-3-methylphenyl)-2-hydroxy-2-(trifluoromethyl)hexylidene]amino}isoquinolin-1 (2H)-one. 460 mg of crude imine are cyclized in the same way as in Example 130 at −30° C. with 7.9 ml (7.9 mmol) of 1 M boron tr...